This data is from the Open Reaction Database (ORD), a public repository of structured organic reaction records. The task is: describe an organic reaction: reactants, conditions, products, and yield Yields the product Cc1ccccc1c3ccc2ccccc2c3. The reactants are COc2ccc1ccccc1c2 (substrate), Cc1ccccc1[Zn](C)(C)(C)([Li])[Li] (effective_coupling_partner). The reagents and catalysts are PCy3. Conditions: temperature 25 celsius, time 9 hour. Starting materials: ClC1=C(C=C(C=C1)C(CC(C(F)(F)F)=O)=O)C (1-(4-chloro-3-methyl-phenyl)-4,4,4-trifluoro-butane-1,3-dione), 4-chloro-3-methyl-acetophenone, NC1=NNC=C1C1=CC(=NC=C1)C (3-amino-4-(2-methyl-4-pyridinyl)-pyrazole). Yields the product ClC1=C(C=C(C=C1)C1=NC=2N(C(=C1)C(F)(F)F)N=CC2C2=CC(=NC=C2)C)C (5-(4-Chloro-3-methyl-phenyl)-3-(2-methyl-pyridin-4-yl)-7-trifluoromethyl-pyrazolo[1,5-a]pyrimidine). Isolated yield 48.2%. RXN SMILES: [Cl:1][C:2]1[CH:7]=[CH:6][C:5]([C:8](=O)[CH2:9][C:10](=O)[C:11]([F:14])([F:13])[F:12])=[CH:4][C:3]=1[CH3:17].[NH2:18][C:19]1[C:23]([C:24]2[CH:29]=[CH:28][N:27]=[C:26]([CH3:30])[CH:25]=2)=[CH:22][NH:21][N:20]=1>>[Cl:1][C:2]1[CH:7]=[CH:6][C:5]([C:8]2[CH:9]=[C:10]([C:11]([F:14])([F:13])[F:12])[N:20]3[N:21]=[CH:22][C:23]([C:24]4[CH:29]=[CH:28][N:27]=[C:26]([CH3:30])[CH:25]=4)=[C:19]3[N:18]=2)=[CH:4][C:3]=1[CH3:17]. Procedure details: Reaction of 1-(4-chloro-3-methyl-phenyl)-4,4,4-trifluoro-butane-1,3-dione (132 mg, 0.5 mmol), prepared from commercially available 4-chloro-3-methyl-acetophenone according to general procedure A, and 3-amino-4-(2-methyl-4-pyridinyl)-pyrazole [see part synthesis of amino-pyrazole derivatives] (87 mg, 0.5 mmol) according to general procedure B yielded the title compound as a yellow solid (97 mg, 48%). MS (ISP) 403.5 [(M+H)+]; mp 240° C. The reactants are O=C([O-])[O-], COc1cc(C(=O)c2c(C)c(NC(=O)OC(C)(C)C)c3ccccn23)ccc1[N+](=O)[O-], CC(C)OC(C)C, ClCCl, [K+], [K+], O=C(O)C(F)(F)F. Yields the product COc1cc(C(=O)c2c(C)c(N)c3ccccn23)ccc1[N+](=O)[O-]. Reaction SMILES: [C:39](=[O:40])([O-:41])[O-:42].[CH3:8][O:9][c:10]1[cH:11][c:12]([C:13](=[O:14])[c:15]2[c:16]([CH3:32])[c:17]([NH:24][C:25](=[O:26])[O:27][C:28]([CH3:29])([CH3:30])[CH3:31])[c:18]3[cH:19][cH:20][cH:21][cH:22][n:23]23)[cH:33][cH:34][c:35]1[N+:36](=[O:37])[O-:38].[CH:48]([O:49][CH:50]([CH3:51])[CH3:52])([CH3:53])[CH3:54].[Cl:45][CH2:46][Cl:47].[K+:43].[K+:44].[OH:1][C:2]([C:3]([F:4])([F:5])[F:6])=[O:7]>>[CH3:8][O:9][c:10]1[cH:11][c:12]([C:13](=[O:14])[c:15]2[c:16]([CH3:32])[c:17]([NH2:24])[c:18]3[cH:19][cH:20][cH:21][cH:22][n:23]23)[cH:33][cH:34][c:35]1[N+:36](=[O:37])[O-:38].